From a dataset of the Open Reaction Database (ORD), a public repository of structured organic reaction records. describe an organic reaction: reactants, conditions, products, and yield The reactants are solid, BrC1=CC(=CC=2C(=C3N(C12)CCNC3=O)C)F (6-bromo-8-fluoro-10-methyl-3,4-dihydro-2H-pyrazino[1,2-a]indol-1-one), BrC1=CC(=CC=2C(=C3N(C12)CCNC3=O)C)F (6-bromo-8-fluoro-10-methyl-3,4-dihydro-2H-pyrazino[1,2-a]indol-1-one), OCC1=CC=C(C=C1)B(O)O (4-hydroxymethyl-phenylboronic acid). The product is FC1=CC=2C(=C3N(C2C(=C1)C1=CC=C(C=C1)CO)CCNC3=O)C (8-Fluoro-6-(4-hydroxymethyl-phenyl)-10-methyl-3,4-dihydro-2H-pyrazino[1,2-a]indol-1-one). RXN SMILES: Br[C:2]1[C:10]2[N:9]3[CH2:11][CH2:12][NH:13][C:14](=[O:15])[C:8]3=[C:7]([CH3:16])[C:6]=2[CH:5]=[C:4]([F:17])[CH:3]=1.[OH:18][CH2:19][C:20]1[CH:25]=[CH:24][C:23](B(O)O)=[CH:22][CH:21]=1>>[F:17][C:4]1[CH:3]=[C:2]([C:23]2[CH:24]=[CH:25][C:20]([CH2:19][OH:18])=[CH:21][CH:22]=2)[C:10]2[N:9]3[CH2:11][CH2:12][NH:13][C:14](=[O:15])[C:8]3=[C:7]([CH3:16])[C:6]=2[CH:5]=1. Procedure details: The title compound, white solid (59 mg, 73%), MS (ISP) m/z=325.5 [(M+H)+], mp 220° C., was prepared in accordance with the general method of example 1 from 6-bromo-8-fluoro-10-methyl-3,4-dihydro-2H-pyrazino[1,2-a]indol-1-one (intermediate 14) (74.3 mg, 0.25 mmol) and commercially available 4-hydroxymethyl-phenylboronic acid (49.4 mg, 0.325 mmol). Reactants: C(#N)C1=C(C=CC=C1)C1=CC2=C([C@]3(CCC(N[C@@H]3CC2)=O)C)C=C1 ((+)-(4aR)-(10bR)-8-(2-cyanophenyl)-10b-methyl-1,2,3,4,4a,-5,6,10b-octahydrobenzo[f]quinolin-3-one), C(C)(C)(C)O (t-butanol), CC(C)([O-])C.[K+] (potassium t-butoxide), CI (Methyl iodide). Solvent: C(C)(=O)OCC (ethyl acetate). Conditions: time 4 hour. Yields the product CN1C(CC[C@@]2(C3=C(CC[C@@H]12)C=C(C=C3)C3=C(C=CC=C3)C#N)C)=O ((+)-(4aR)-(10bR)-4-methyl-8-(2 -cyanophenyl)-10b-methyl-1,2,3,4,4a,5,6,10b-octahydrobenzo[f]quinolin-3-on). Yield: 87.0%. As a reaction SMILES: [C:1]([C:3]1[CH:8]=[CH:7][CH:6]=[CH:5][C:4]=1[C:9]1[CH:24]=[CH:23][C:12]2[C@:13]3([CH3:22])[C@@H:18]([CH2:19][CH2:20][C:11]=2[CH:10]=1)[NH:17][C:16](=[O:21])[CH2:15][CH2:14]3)#[N:2].[C:25](O)(C)(C)C.CC(C)([O-])C.[K+].CI>C(OCC)(=O)C>[CH3:25][N:17]1[C@H:18]2[C@@:13]([CH3:22])([C:12]3[CH:23]=[CH:24][C:9]([C:4]4[CH:5]=[CH:6][CH:7]=[CH:8][C:3]=4[C:1]#[N:2])=[CH:10][C:11]=3[CH2:20][CH2:19]2)[CH2:14][CH2:15][C:16]1=[O:21] |f:2.3|. Procedure details: A 15 mL round bottom flask was charged with (+)-(4aR)-(10bR)-8-(2-cyanophenyl)-10b-methyl-1,2,3,4,4a,-5,6,10b-octahydrobenzo[f]quinolin-3-one (55 mg, 0.17 mmol), 0.4 mL of t-butanol, and potassium t-butoxide (58 mg, 0.51 mmol). Methyl iodide (0.034 mL, 0.54 mmol) was added and the mixture was stirred at room temperature for 4 h. The mixture was diluted with ethyl acetate, and purified by silica gel chromatography (ethyl acetate eluent) to give 50 mg (87%) of the title compound as a white solid. ... As a reaction SMILES: C[O:2][C:3](F)([F:10])[C:4]([F:9])([F:8])[C:5]([F:7])=[O:6].S(=O)(=O)=O>>[F:8][C:4]([F:9])([C:5]([F:7])=[O:6])[C:3]([F:10])=[O:2]. Yields the product FC(C(=O)F)(C(=O)F)F (Difluoromalonyl difluoride). Procedure details: 3-Methoxytetrafluoropropionyl fluoride (F. S. Fawcett, C. W. Tullock and D. D. Coffman, J. Amer. Chem. Soc., 84, 4275 (1962)) (81 g, 0.45 mol) was slowly added to sulfur trioxide (80 g, 1.0 mol) at 40° C., and the product difluoromalonyl difluoride, bp-9° C., was continuously removed by distillation through a low temperature still, yield 58 g (0.40 mol, 90%). The product structure was confirmed by: λmax 1860 cm-1 (COF), 19F NMR (no solvent), +17.1 ppm (t J=10 Hz) 2F, COF and -114.2 ppm (t J=10 H... Starting materials: COC(C(C(=O)F)(F)F)(F)F (3-Methoxytetrafluoropropionyl fluoride), S(=O)(=O)=O (sulfur trioxide). Reactants: [N+](=[N-])=CC(=O)OCC (ethyl diazoacetate), COCC1(OC(C(C1=O)=O)(C)C)C (2-methoxymethyl-2,5,5-trimethylfuran-3,4-dione). Reagents/catalysts: [Cl-].[Zn+2].[Cl-] (zinc chloride). The solvent is COC(C)(C)C (tert-butyl methyl ether), COC(C)(C)C (tert-butyl methyl ether), COC(C)(C)C (tert-butyl methyl ether). Run at time 8 hour. Yields the product C(C)OC(=O)C1C(C(OC(C1=O)(C)C)(C)COC)=O (2-methoxymethyl-2,6,6-trimethyl-3,5-dioxo-tetrahydropyran-4-carboxylic acid ethyl ester). The yield is 67.0%. RXN SMILES: [CH3:1][O:2][CH2:3][C:4]1([CH3:13])[C:8](=[O:9])[C:7](=[O:10])[C:6]([CH3:12])([CH3:11])[O:5]1.[N+](=[CH:16][C:17]([O:19][CH2:20][CH3:21])=[O:18])=[N-]>COC(C)(C)C.[Cl-].[Zn+2].[Cl-]>[CH2:20]([O:19][C:17]([CH:16]1[C:7](=[O:10])[C:6]([CH3:11])([CH3:12])[O:5][C:4]([CH2:3][O:2][CH3:1])([CH3:13])[C:8]1=[O:9])=[O:18])[CH3:21] |f:3.4.5|. Procedure details: To a solution of zinc chloride (11.80 ml, 11.80 mmol, 1M solution in diethyl ether) at 8° C. is carefully added a second solution of 2-methoxymethyl-2,5,5-trimethylfuran-3,4-dione (2.15 g, 11.56 mmol) in tert-butyl methyl ether (8 ml). This mixture is allowed to warm to 15° C. at which stage a solution of ethyl diazoacetate (1.35 g, 11.84 mmol) in tert-butyl methyl ether (6 ml) is added dropwise over 1 hour, maintaining an internal temperature below 21° C. with further stirring at room temperatu... The reactants are COC=1C=C2CCN=CC2=CC1OC (6,7-dimethoxy-3,4-dihydroisoquinoline), CC1=C(CCl)C=CC=C1 (2-methyl-benzyl chloride), ethanol-ether. Reported procedure: The title compound is prepared analogously to Example A from 6,7-dimethoxy-3,4-dihydroisoquinoline and 2-methyl-benzyl chloride in dioxan. Melting point: 193°-195° C. (Decomp., from ethanol-ether). As a reaction SMILES: [CH3:1][O:2][C:3]1[CH:4]=[C:5]2[C:10](=[CH:11][C:12]=1[O:13][CH3:14])[CH:9]=[N:8][CH2:7][CH2:6]2.[CH3:15][C:16]1[CH:23]=[CH:22][CH:21]=[CH:20][C:17]=1[CH2:18][Cl:19]>O1CCOCC1>[Cl-:19].[CH3:15][C:16]1[CH:23]=[CH:22][CH:21]=[CH:20][C:17]=1[CH2:18][N+:8]1[CH2:7][CH2:6][C:5]2[C:10](=[CH:11][C:12]([O:13][CH3:14])=[C:3]([O:2][CH3:1])[CH:4]=2)[CH:9]=1 |f:3.4|. Run in O1CCOCC1 (dioxan). Yields the product [Cl-].CC1=C(C[N+]2=CC3=CC(=C(C=C3CC2)OC)OC)C=CC=C1 (2-(2-Methylbenzyl)-6,7-dimethoxy-3,4-dihydroisoquinolinium chloride).